From a dataset of the Open Reaction Database (ORD), a public repository of structured organic reaction records. describe an organic reaction: reactants, conditions, products, and yield Starting materials: COC(=O)C1CCCCN1CCC(=O)c1ccc(F)cc1, CCOCC, [Mg+]c1ccc(Cl)cc1, [I-]. Product: COC(=O)C1CCCCN1CCC(O)(c1ccc(F)cc1)c1ccc(Cl)cc1. RXN SMILES: [CH3:10][O:11][C:12]([CH:13]1[N:14]([CH2:19][CH2:20][C:21](=[O:22])[c:23]2[cH:24][cH:25][c:26]([F:29])[cH:27][cH:28]2)[CH2:15][CH2:16][CH2:17][CH2:18]1)=[O:30].[CH3:31][CH2:32][O:33][CH2:34][CH3:35].[Cl:2][c:3]1[cH:4][cH:5][c:6]([Mg+:9])[cH:7][cH:8]1.[I-:1]>>[Cl:2][c:3]1[cH:4][cH:5][c:6]([C:21]([CH2:20][CH2:19][N:14]2[CH:13]([C:12]([O:11][CH3:10])=[O:30])[CH2:18][CH2:17][CH2:16][CH2:15]2)([OH:22])[c:23]2[cH:24][cH:25][c:26]([F:29])[cH:27][cH:28]2)[cH:7][cH:8]1. Reactants: ClCCOC1=CC=C(C=C1)\C(=C(\CC)/C=1C=CC(=NC1)O)\C1=CC=C(C=C1)O ((Z)-5-(1-(4-(2-chloroethoxy)phenyl)-1-(4-hydroxyphenyl)but-1-en-2-yl)pyridin-2-ol), CN (MeNH2). Run in CO (MeOH). Product: OC1=CC=C(C=C1)/C(=C(\CC)/C=1C=CC(=NC1)O)/C1=CC=C(C=C1)OCCNC ((Z)-5-(1-(4-hydroxyphenyl)-1-(4-(2-(methylamino)ethoxy)-phenyl)but-1-en-2-yl)pyridin-2-ol). RXN SMILES: Cl[CH2:2][CH2:3][O:4][C:5]1[CH:10]=[CH:9][C:8](/[C:11](/[C:22]2[CH:27]=[CH:26][C:25]([OH:28])=[CH:24][CH:23]=2)=[C:12](\[C:15]2[CH:16]=[CH:17][C:18]([OH:21])=[N:19][CH:20]=2)/[CH2:13][CH3:14])=[CH:7][CH:6]=1.[CH3:29][NH2:30]>CO>[OH:28][C:25]1[CH:26]=[CH:27][C:22](/[C:11](/[C:8]2[CH:9]=[CH:10][C:5]([O:4][CH2:3][CH2:2][NH:30][CH3:29])=[CH:6][CH:7]=2)=[C:12](/[C:15]2[CH:16]=[CH:17][C:18]([OH:21])=[N:19][CH:20]=2)\[CH2:13][CH3:14])=[CH:23][CH:24]=1. Reported procedure: Following the same procedure as described in example 11, step D, (Z)-5-(1-(4-(2-chloroethoxy)phenyl)-1-(4-hydroxyphenyl)but-1-en-2-yl)pyridin-2-ol (0.02 g, 1.0 eq) was reacted with MeNH2 (30% wt in water, 10 mL) in MeOH (20 mL) under reflux to give the desired product. 1H NMR (400 MHz, DMSO-d6) δ 9.37 (brs, 1H), 7.13 (dd, J=9.2 Hz, 2.8 Hz, 1H), 6.96 (s, 1H), 6.91 (d, J=8.8 Hz, 2H), 6.81 (d, J=8.4 Hz, 2H), 6.71 (d, J=8.4 Hz, 4H), 6.12 (d, J=9.2 Hz, 1H), 3.97 (t, J=5.6 Hz, 2H), 2.93 (t, J=5.6 Hz, ...